From a dataset of the Open Reaction Database (ORD), a public repository of structured organic reaction records. describe an organic reaction: reactants, conditions, products, and yield Starting materials: ClC1=NC=C2C(C(=CN(C2=C1)C1CC1)C(=O)O)=O (7-chloro-1-cyclopropyl-4-oxo-1,4-dihydro-1,6-naphthyridine-3-carboxylic acid), CN1CCNCC1 (N-methylpiperazine). Solvent: C(C)O (ethanol), CS(=O)C (DMSO). Yields the product CN1CCN(CC1)C1=NC=C2C(C(=CN(C2=C1)C1CC1)C(=O)O)=O (7-(4-methylpiperazino)-1-cyclopropyl-4-oxo-1,4-dihydro-1,6-naphthyridine-3-carboxylic acid), Cl (hydrochloride). RXN SMILES: [Cl:1][C:2]1[CH:11]=[C:10]2[C:5]([C:6](=[O:18])[C:7]([C:15]([OH:17])=[O:16])=[CH:8][N:9]2[CH:12]2[CH2:14][CH2:13]2)=[CH:4][N:3]=1.[CH3:19][N:20]1[CH2:25][CH2:24][NH:23][CH2:22][CH2:21]1>C(O)C.CS(C)=O>[CH3:19][N:20]1[CH2:25][CH2:24][N:23]([C:2]2[CH:11]=[C:10]3[C:5]([C:6](=[O:18])[C:7]([C:15]([OH:17])=[O:16])=[CH:8][N:9]3[CH:12]3[CH2:14][CH2:13]3)=[CH:4][N:3]=2)[CH2:22][CH2:21]1.[ClH:1]. Procedure details: A suspension of 2.64 g of 7-chloro-1-cyclopropyl-4-oxo-1,4-dihydro-1,6-naphthyridine-3-carboxylic acid and 2.5 g of N-methylpiperazine in 30 ml of ethanol or DMSO (=Dimethylsulfoxide) was heated to the boiling point under reflux for 16 hours or to 135°-140° C. for two hours. The diluent was distilled off in vacuo, the residue was dissolved in 30 ml of 1N NaOH, the solution was filtered and the filtrate was acidified with 10 strength hydrochloric acid. The precipitate was filtered off and washed ...